Dataset: the Open Reaction Database (ORD), a public repository of structured organic reaction records. Task: describe an organic reaction: reactants, conditions, products, and yield Starting materials: COC(=O)C1CCC(C(=O)OC)N(S(C)(=O)=O)C1, CO, [Na+], [OH-], O. The product is COC(=O)C1CCC(C(=O)O)CN1S(C)(=O)=O. RXN SMILES: [CH3:1][O:2][C:3](=[O:4])[CH:5]1[N:6]([S:15](=[O:16])(=[O:17])[CH3:18])[CH2:7][CH:8]([C:11](=[O:12])[O:13][CH3:14])[CH2:9][CH2:10]1.[CH3:21][OH:22].[Na+:20].[OH-:19].[OH2:23]>>[CH3:1][O:2][C:3](=[O:4])[CH:5]1[N:6]([S:15](=[O:16])(=[O:17])[CH3:18])[CH2:7][CH:8]([C:11](=[O:12])[OH:13])[CH2:9][CH2:10]1.